describe an organic reaction: reactants, conditions, products, and yield From a dataset of the Open Reaction Database (ORD), a public repository of structured organic reaction records. Starting materials: COc1ccc(N(C)CC2CCOCC2)cc1NC(=S)NC(=O)c1ccccc1, CO. The product is COc1ccc(N(C)CC2CCOCC2)cc1NC(N)=S. As a reaction SMILES: [C:1](=[O:2])([c:3]1[cH:4][cH:5][cH:6][cH:7][cH:8]1)[NH:9][C:10](=[S:11])[NH:12][c:13]1[c:14]([O:28][CH3:29])[cH:15][cH:16][c:17]([N:19]([CH2:20][CH:21]2[CH2:22][CH2:23][O:24][CH2:25][CH2:26]2)[CH3:27])[cH:18]1.[CH3:30][OH:31]>>[NH2:9][C:10](=[S:11])[NH:12][c:13]1[c:14]([O:28][CH3:29])[cH:15][cH:16][c:17]([N:19]([CH2:20][CH:21]2[CH2:22][CH2:23][O:24][CH2:25][CH2:26]2)[CH3:27])[cH:18]1. Starting materials: O.O.O.O.O.O.[N+](=O)([O-])[O-].[U+2](=O)=O.[N+](=O)([O-])[O-] (Uranyl nitrate hexahydrate), [N+](=O)([O-])[O-].[K+] (potassium nitrate), O (water). Solvent: [N+](=O)(O)[O-] (nitric acid). Run at temperature -10 celsius. The product is [N+](=O)([O-])[O-].[U+2](=O)=O.[K+].[N+](=O)([O-])[O-].[N+](=O)([O-])[O-] (Potassium uranyl nitrate). As a reaction SMILES: O.O.O.O.O.O.[N+:7]([O-:10])([O-:9])=[O:8].[U+2:11](=[O:13])=[O:12].[N+:14]([O-:17])([O-:16])=[O:15].[N+:18]([O-:21])([O-:20])=[O:19].[K+:22].O>[N+]([O-])(O)=O>[N+:7]([O-:10])([O-:9])=[O:8].[U+2:11](=[O:13])=[O:12].[K+:22].[N+:14]([O-:17])([O-:16])=[O:15].[N+:18]([O-:21])([O-:20])=[O:19] |f:0.1.2.3.4.5.6.7.8,9.10,13.14.15.16.17|. Reported procedure: Potassium uranyl nitrate was prepared by a minor variation in the method recorded by Allpress et al. (Australian J. Chem., volume 12, page 569, 1959). Uranyl nitrate hexahydrate and potassium nitrate were weighed out in stoichiometric amounts and dissolved in concentrated nitric acid. The volume of the solution was reduced with a water aspirator until crystals began to form. The solution was then cooled to -10° C. and the resultant yellow-green strongly fluorescent crystals were filtered and air... The reactants are C1CCOC1, COC(=O)c1sccc1O, CC(O)c1ccccc1Cl, CCOC(=O)N=NC(=O)OCC, c1ccc(P(c2ccccc2)c2ccccc2)cc1. Yields the product COC(=O)c1sccc1OC(C)c1ccccc1Cl. As a reaction SMILES: [CH2:52]1[O:53][CH2:54][CH2:55][CH2:56]1.[CH3:13][O:14][C:15](=[O:16])[c:17]1[s:18][cH:19][cH:20][c:21]1[OH:22].[Cl:23][c:24]1[c:25]([CH:30]([CH3:31])[OH:32])[cH:26][cH:27][cH:28][cH:29]1.[O:1]=[C:2]([O:3][CH2:4][CH3:5])[N:6]=[N:7][C:8]([O:9][CH2:10][CH3:11])=[O:12].[c:33]1([P:34]([c:35]2[cH:36][cH:37][cH:38][cH:39][cH:40]2)[c:41]2[cH:42][cH:43][cH:44][cH:45][cH:46]2)[cH:47][cH:48][cH:49][cH:50][cH:51]1>>[CH3:13][O:14][C:15](=[O:16])[c:17]1[s:18][cH:19][cH:20][c:21]1[O:22][CH:30]([c:25]1[c:24]([Cl:23])[cH:29][cH:28][cH:27][cH:26]1)[CH3:31]. Starting materials: C(=O)([O-])[O-].[Cs+].[Cs+] (Cs2CO3), O (water), C(C1=CC=CC=C1)OC=1C=CC2=C(SC(=C2CC2=CC(=C(C=C2)CN2CCCC2)OC)C2=CC=C(C=C2)O)C1 (4-[6-Benzyloxy-3-[3-methoxy-4-(1-pyrrolidinylmethyl)benzyl]benzo[b]thiophen-2-yl]phenol), COC(CCCCl)=O (4-chlorobutyric acid methyl ester). Run in CN(C)C=O (DMF). Run at temperature 80 celsius. The product is C(C(=O)O)(=O)O.OC=1C=CC2=C(SC(=C2CC2=CC(=C(C=C2)CN2CCCC2)OC)C2=CC=C(OCCCCO)C=C2)C1 (4-[4-[6-Hydroxy-3-[3-methoxy-4-(1-pyrrolidinylmethyl)benzyl]benzo[b]thiophen-2-yl]phenoxy]butanol Oxalate), oil. Yield: 78.0%. As a reaction SMILES: C([O:8][C:9]1[CH:10]=[CH:11][C:12]2[C:16]([CH2:17][C:18]3[CH:23]=[CH:22][C:21]([CH2:24][N:25]4[CH2:29][CH2:28][CH2:27][CH2:26]4)=[C:20]([O:30][CH3:31])[CH:19]=3)=[C:15]([C:32]3[CH:37]=[CH:36][C:35]([OH:38])=[CH:34][CH:33]=3)[S:14][C:13]=2[CH:39]=1)C1C=CC=CC=1.C[O:41][C:42](=[O:47])[CH2:43][CH2:44][CH2:45]Cl.[C:48]([O-:51])([O-:50])=O.[Cs+].[Cs+].O>CN(C=O)C>[C:42]([OH:47])(=[O:41])[C:48]([OH:51])=[O:50].[OH:8][C:9]1[CH:10]=[CH:11][C:12]2[C:16]([CH2:17][C:18]3[CH:23]=[CH:22][C:21]([CH2:24][N:25]4[CH2:29][CH2:28][CH2:27][CH2:26]4)=[C:20]([O:30][CH3:31])[CH:19]=3)=[C:15]([C:32]3[CH:37]=[CH:36][C:35]([O:38][CH2:45][CH2:44][CH2:43][CH2:42][OH:41])=[CH:34][CH:33]=3)[S:14][C:13]=2[CH:39]=1 |f:2.3.4,7.8|. Procedure: 4-[6-Benzyloxy-3-[3-methoxy-4-(1-pyrrolidinylmethyl)benzyl]benzo[b]thiophen-2-yl]phenol (0.10 g; 0.19 mmol), 4-chlorobutyric acid methyl ester (27 mL; 0.22 mmol) and Cs2CO3 (0.43 g; 1.31 mmol) were combined in 2 mL of DMF and heated in an oil bath maintained at 80° C. for 3 h. After cooling to room temperature, water (30 mL) was added, and extraction was carried out with EtOAc (4×25 mL). The combined organics were washed with brine and dried by passage through Na2SO4. Purification was effected b...